Dataset: the Open Reaction Database (ORD), a public repository of structured organic reaction records. Task: describe an organic reaction: reactants, conditions, products, and yield Reactants: BrC=1[Se]C(=C2SC(=CC21)C(=O)O)Br (4,6-dibromoselenolo[3,4-b]thiophene carboxylic acid), C1CCC(CC1)N=C=NC2CCCCC2 (DCC), BrC=1[Se]C(=C2SC(=CC21)C(=O)O)Br (4,6-dibromoselenolo[3,4-b]thiophene carboxylic acid), C(C)C(CO)CCCC (2-ethyl-1-hexanol). Reagents/catalysts: CN(C)C=1C=CN=CC1 (DMAP). The product is BrC=1[Se]C(=C2SC(=CC21)C(=O)OC(CCCCC)CC)Br (ethylhexyl 4,6-dibromoselenolo[3,4-b]thiophene carboxylate). RXN SMILES: [Br:1][C:2]1[Se:3][C:4]([Br:13])=[C:5]2[C:9]=1[CH:8]=[C:7]([C:10]([OH:12])=[O:11])[S:6]2.[CH2:14]([CH:16]([CH2:19][CH2:20][CH2:21][CH3:22])CO)[CH3:15].[CH2:23]1CCC(N=C=NC2CCCCC2)CC1>CN(C1C=CN=CC=1)C>[Br:1][C:2]1[Se:3][C:4]([Br:13])=[C:5]2[C:9]=1[CH:8]=[C:7]([C:10]([O:12][CH:16]([CH2:14][CH3:15])[CH2:19][CH2:20][CH2:21][CH2:22][CH3:23])=[O:11])[S:6]2. Procedure details: The approach used for the synthesis of ethylhexyl 4,6-dibromoselenolo[3,4-b]thiophene carboxylate monomer 7 is based on a modified reported procedure (Scheme 1). Sodium selenide was prepared by slow addition of sodium borohydride to a mixture of selenium powder in a basic aqueous solution. The resulted colorless aqueous Na2Se solution was added dropwise into an ethanolic solution of 2,3-bischloromethyl-5-carbomethoxyselenophene 1 over 30 minutes to produce the dimer of 2 in 73% yield as the only... The reactants are O=C1CCN(CC1)C1=CC=C(C=C1)NS(=O)(=O)C=1SC(=CC1)S(=O)(=O)C1=NC=C(C=C1)C(F)(F)F (5-(5-Trifluoromethyl-pyridin-2-sulfonyl)-thiophene-2-sulfonic acid [4-(4-oxo-piperidine-1-yl)-phenyl]-amide), NC[C@@H](COC1=CC=C(C=C1)O)O ((2S)-1-Amino-3-(4-hydroxy-phenoxy)-propan-2-ol). The product is O[C@@H](CNC1CCN(CC1)C1=CC=C(C=C1)NS(=O)(=O)C=1SC(=CC1)S(=O)(=O)C1=NC=C(C=C1)C(F)(F)F)COC1=CC=C(C=C1)O (N-[4-(4-{[(2S)-2-Hydroxy-3-(4-hydroxyphenoxy)propyl]amino}-1-piperidineyl)phenyl]-5-{[5-(trifluoromethyl)-2-pyridinyl]sulfonyl}-2-thiophenesulfonamide). As a reaction SMILES: O=[C:2]1[CH2:7][CH2:6][N:5]([C:8]2[CH:13]=[CH:12][C:11]([NH:14][S:15]([C:18]3[S:19][C:20]([S:23]([C:26]4[CH:31]=[CH:30][C:29]([C:32]([F:35])([F:34])[F:33])=[CH:28][N:27]=4)(=[O:25])=[O:24])=[CH:21][CH:22]=3)(=[O:17])=[O:16])=[CH:10][CH:9]=2)[CH2:4][CH2:3]1.[NH2:36][CH2:37][C@H:38]([OH:48])[CH2:39][O:40][C:41]1[CH:46]=[CH:45][C:44]([OH:47])=[CH:43][CH:42]=1>>[OH:48][C@H:38]([CH2:39][O:40][C:41]1[CH:46]=[CH:45][C:44]([OH:47])=[CH:43][CH:42]=1)[CH2:37][NH:36][CH:2]1[CH2:7][CH2:6][N:5]([C:8]2[CH:13]=[CH:12][C:11]([NH:14][S:15]([C:18]3[S:19][C:20]([S:23]([C:26]4[CH:31]=[CH:30][C:29]([C:32]([F:35])([F:33])[F:34])=[CH:28][N:27]=4)(=[O:25])=[O:24])=[CH:21][CH:22]=3)(=[O:16])=[O:17])=[CH:10][CH:9]=2)[CH2:4][CH2:3]1. Procedure: The title compound was prepared from 5-(5-trifluoromethyl-pyridine-2-sulfonyl)-thiophene-2-sulfonic acid [4-(4-oxo-piperidine-1-yl)-phenyl]-amide (which was obtained in Example 229) and 4-((2S)-3-amino-2-hydroxy-propoxyl)-phenol (which was obtained in Example 5) according to the procedure of Example 278 as a grey solid; 1H NMR (300 MHz, DMSO-d6) δ 1.25-1.45 (m, 2H), 1.70-1.95 (m, 2H), 2.50-2.85 (m, 5H), 3.54 (brd, J=12.4 Hz, 2H), 3.65-3.95 (m, 3H), 6.60-6.90 (m, 8H), 7.92 (d, J=1.6 Hz, 1H), 8.41...